Dataset: the Open Reaction Database (ORD), a public repository of structured organic reaction records. Task: describe an organic reaction: reactants, conditions, products, and yield Reactants: CC1=C2[C@H](C(=O)[C@@]3([C@H](C[C@@H]4[C@]([C@H]3[C@@H]([C@@](C2(C)C)(C[C@@H]1OC(=O)[C@@H]([C@H](C=5C=CC=CC5)NC(=O)C=6C=CC=CC6)O)O)OC(=O)C=7C=CC=CC7)(CO4)OC(=O)C)O)C)OC(=O)C (taxol), C/C=C(\C)/C(=O)N[C@@H](C=1C=CC=CC1)[C@H](C(=O)O[C@H]2C[C@]3([C@H]([C@H]4[C@@]([C@H](C[C@@H]5[C@]4(CO5)OC(=O)C)O)(C(=O)[C@@H](C(=C2C)C3(C)C)OC(=O)C)C)OC(=O)C=6C=CC=CC6)O)O (cephalomannine). The solvent is C(C)(=O)OCC (ethyl acetate), C(Cl)Cl (methylene chloride). Product: C[C@@H]1CCC[C@@]2([C@@H]1C[C@@H]3CC[C@H]([C@@H](C3(C)C)CC2)C)C (taxane). Reaction SMILES: [CH3:1][C:2]1[C@@H:19](OC([C@H](O)[C@@H](NC(C2C=CC=CC=2)=O)C2C=CC=CC=2)=O)[CH2:18][C@:14]2(O)[C:15]([CH3:17])([CH3:16])[C:3]=1[C@@H:4](OC(C)=O)[C:5]([C@@:7]1([CH3:58])[C@H:12]([C@@H:13]2OC(C2C=CC=CC=2)=O)[C@:11]2(OC(C)=O)[CH2:51]O[C@@H:10]2[CH2:9][C@@H:8]1O)=O.C/C=C(/C(N[C@H]([C@@H](O)C(O[C@@H]1C(C)=C2C(C)(C)[C@](O)([C@@H](OC(C3C=CC=CC=3)=O)[C@@H]3[C@]4(OC(C)=O)CO[C@@H]4C[C@H](O)[C@@]3(C)C([C@@H]2OC(C)=O)=O)C1)=O)C1C=CC=CC=1)=O)\C>C(OCC)(=O)C.C(Cl)Cl>[CH3:51][C@H:11]1[C@H:12]2[CH2:13][C@H:14]3[C:15]([CH3:16])([CH3:17])[C@@H:3]([CH2:4][CH2:5][C@:7]2([CH3:58])[CH2:8][CH2:9][CH2:10]1)[C@H:2]([CH3:1])[CH2:19][CH2:18]3. Procedure details: dissolving any fraction comprising taxol and cephalomannine from step (7) in a mixture of about 20% ethyl acetate and 80% methylene chloride to form a taxane-containing solution; The reactants are O1CCOC2=C1C=CC=C2 (2,3-dihydro-1,4-benzodioxine), ClCCCCC(=O)Cl (5-chlorovaleryl chloride). Product: ClCCCCC(=O)C1=CC2=C(OCCO2)C=C1 (5-Chloro-1-(2,3-dihydro-1,4-benzodioxin-6-yl)-1-pentanone), crystals. Reaction SMILES: [O:1]1[C:6]2[CH:7]=[CH:8][CH:9]=[CH:10][C:5]=2[O:4][CH2:3][CH2:2]1.[Cl:11][CH2:12][CH2:13][CH2:14][CH2:15][C:16](Cl)=[O:17]>>[Cl:11][CH2:12][CH2:13][CH2:14][CH2:15][C:16]([C:9]1[CH:8]=[CH:7][C:6]2[O:1][CH2:2][CH2:3][O:4][C:5]=2[CH:10]=1)=[O:17]. Procedure: Using 2,3-dihydro-1,4-benzodioxine (10.0 g) and 5-chlorovaleryl chloride (10.4 ml) according to the same method as that of Reference Example 1, the title compound was obtained as colorless crystals (15.1 g) having a melting point of 52 to 53° C.